Dataset: the Open Reaction Database (ORD), a public repository of structured organic reaction records. Task: describe an organic reaction: reactants, conditions, products, and yield Starting materials: ClCCl, CC(C)(C)OC(=O)NC1CCN(CCn2c(=O)cnc3ccc(F)c(F)c32)CC1, NC1CCN(CCn2c(=O)cnc3ccc(F)cc32)CC1, O=C(O)C(F)(F)F. The product is NC1CCN(CCn2c(=O)cnc3ccc(F)c(F)c32)CC1. RXN SMILES: [Cl:58][CH2:59][Cl:60].[F:1][c:2]1[cH:3][cH:4][c:5]2[n:6][cH:7][c:8](=[O:29])[n:9]([CH2:13][CH2:14][N:15]3[CH2:16][CH2:17][CH:18]([NH:21][C:22](=[O:23])[O:24][C:25]([CH3:26])([CH3:27])[CH3:28])[CH2:19][CH2:20]3)[c:10]2[c:11]1[F:12].[NH2:37][CH:38]1[CH2:39][CH2:40][N:41]([CH2:42][CH2:43][n:44]2[c:45]3[c:46]([cH:47][cH:48][c:49]([F:50])[cH:51]3)[n:52][cH:53][c:54]2=[O:55])[CH2:56][CH2:57]1.[OH:30][C:31]([C:32]([F:33])([F:34])[F:35])=[O:36]>>[F:1][c:2]1[cH:3][cH:4][c:5]2[n:6][cH:7][c:8](=[O:29])[n:9]([CH2:13][CH2:14][N:15]3[CH2:16][CH2:17][CH:18]([NH2:21])[CH2:19][CH2:20]3)[c:10]2[c:11]1[F:12]. Starting materials: CCCCCC(CC(=O)Nc1cc(C(=O)O)ccc1C(C)(C)C)c1ccc(C(=O)CCC)cc1OC, CC#N, N. The product is CCCCCC(CC(=O)Nc1cc(C(N)=O)ccc1C(C)(C)C)c1ccc(C(=O)CCC)cc1OC. RXN SMILES: [C:1]([CH3:2])([CH3:3])([CH3:4])[c:5]1[c:6]([NH:14][C:15]([CH2:16][CH:17]([CH2:18][CH2:19][CH2:20][CH2:21][CH3:22])[c:23]2[c:24]([O:34][CH3:35])[cH:25][c:26]([C:29]([CH2:30][CH2:31][CH3:32])=[O:33])[cH:27][cH:28]2)=[O:36])[cH:7][c:8]([C:11](=[O:12])[OH:13])[cH:9][cH:10]1.[CH3:38][C:39]#[N:40].[NH3:37]>>[C:1]([CH3:2])([CH3:3])([CH3:4])[c:5]1[c:6]([NH:14][C:15]([CH2:16][CH:17]([CH2:18][CH2:19][CH2:20][CH2:21][CH3:22])[c:23]2[c:24]([O:34][CH3:35])[cH:25][c:26]([C:29]([CH2:30][CH2:31][CH3:32])=[O:33])[cH:27][cH:28]2)=[O:36])[cH:7][c:8]([C:11](=[O:12])[NH2:37])[cH:9][cH:10]1. Reactants: C(C)O (ethanol), B(Br)(Br)Br (boron tribromide), COC=1C=C(C=C(C1OC)[N+](=O)[O-])C=1OC2=C(C(C1)=O)C=CC=C2 (2-(3,4-dimethoxy-5-nitrophenyl)-4H-1-benzopyran-4-one). Solvent: C(Cl)Cl (methylene chloride), C(Cl)Cl (methylene chloride). Reaction conditions: time 8 hour. Product: OC=1C=C(C=C(C1O)[N+](=O)[O-])C=1OC2=C(C(C1)=O)C=CC=C2 (2-(3,4-dihydroxy-5-nitrophenyl)-4H-1-benzopyran-4-one). As a reaction SMILES: B(Br)(Br)Br.C[O:6][C:7]1[CH:8]=[C:9]([C:18]2[O:19][C:20]3[CH:28]=[CH:27][CH:26]=[CH:25][C:21]=3[C:22](=[O:24])[CH:23]=2)[CH:10]=[C:11]([N+:15]([O-:17])=[O:16])[C:12]=1[O:13]C.C(O)C>C(Cl)Cl>[OH:6][C:7]1[CH:8]=[C:9]([C:18]2[O:19][C:20]3[CH:28]=[CH:27][CH:26]=[CH:25][C:21]=3[C:22](=[O:24])[CH:23]=2)[CH:10]=[C:11]([N+:15]([O-:17])=[O:16])[C:12]=1[OH:13]. Procedure: A solution of 10 ml of boron tribromide in 50 ml of methylene chloride are added dropwise within 30 minutes at -10° to a solution of 1.0 g of 2-(3,4-dimethoxy-5-nitrophenyl)-4H-1-benzopyran-4-one in 100 ml of methylene chloride under an argon atmosphere, whereupon the mixture is stirred at room temperature overnight. After cooling to -20°, 20 ml of ethanol are added dropwise thereto. The mixture is then evaporated in a water-jet vacuum. The yellow residue obtained is extracted with water/ethyl a... Starting materials: C1(CCCCC1)C(C1=C(OC(=C1)C1=CC=C(C=C1)OCCCSC)C)NC1=CC=C(C=C1)C(=O)NCCC(=O)OCC (Ethyl 3-{[(4-{[cyclohexyl(2-methyl-5-{4-[3-(methylsulfanyl)propoxy]phenyl}furan-3-yl)methyl]amino}phenyl)carbonyl]amino}propanoate), OOS(=O)[O-].[K+] (OXONE). The solvent is CO (methanol), O (water), O (water). Reaction conditions: time 30 minute. Product: C1(CCCCC1)C(C1=C(OC(=C1)C1=CC=C(C=C1)OCCCS(=O)C)C)NC1=CC=C(C=C1)C(=O)NCCC(=O)OCC (ethyl 3-{[(4-{[cyclohexyl(2-methyl-5-{4-[3-(methylsulfinyl)propoxy]phenyl}furan-3-yl)methyl]amino}phenyl)carbonyl]amino}propanoate). Yield: 91.5%. RXN SMILES: [CH:1]1([CH:7]([NH:26][C:27]2[CH:32]=[CH:31][C:30]([C:33]([NH:35][CH2:36][CH2:37][C:38]([O:40][CH2:41][CH3:42])=[O:39])=[O:34])=[CH:29][CH:28]=2)[C:8]2[CH:12]=[C:11]([C:13]3[CH:18]=[CH:17][C:16]([O:19][CH2:20][CH2:21][CH2:22][S:23][CH3:24])=[CH:15][CH:14]=3)[O:10][C:9]=2[CH3:25])[CH2:6][CH2:5][CH2:4][CH2:3][CH2:2]1.[OH:43]OS([O-])=O.[K+]>CO.O>[CH:1]1([CH:7]([NH:26][C:27]2[CH:32]=[CH:31][C:30]([C:33]([NH:35][CH2:36][CH2:37][C:38]([O:40][CH2:41][CH3:42])=[O:39])=[O:34])=[CH:29][CH:28]=2)[C:8]2[CH:12]=[C:11]([C:13]3[CH:14]=[CH:15][C:16]([O:19][CH2:20][CH2:21][CH2:22][S:23]([CH3:24])=[O:43])=[CH:17][CH:18]=3)[O:10][C:9]=2[CH3:25])[CH2:6][CH2:5][CH2:4][CH2:3][CH2:2]1 |f:1.2|. Procedure details: Ethyl 3-{[(4-{[cyclohexyl(2-methyl-5-{4-[3-(methylsulfanyl)propoxy]phenyl}furan-3-yl)methyl]amino}phenyl)carbonyl]amino}propanoate (296 mg) was dissolved in methanol (9 mL) and water (1 mL), OXONE (277 mg) was added, and the mixture was stirred at room temperature for 30 min. The reaction mixture was poured into water, and the mixture was extracted with ethyl acetate. The organic layer was washed with saturated brine, and dried over magnesium sulfate. The solvent was evaporated under reduced pre... Reactants: C1COCCO1, CC(C)(C)[O-], CC1(C)c2cccc(P(c3ccccc3)c3ccccc3)c2Oc2c(P(c3ccccc3)c3ccccc3)cccc21, CNC(=O)c1ccccc1Nc1cc(Cl)ncc1F, Cl, Cl, Nc1cnn(CC(=O)O)c1, [Na+], O=C(C=Cc1ccccc1)C=Cc1ccccc1, O=C(C=Cc1ccccc1)C=Cc1ccccc1, O=C(C=Cc1ccccc1)C=Cc1ccccc1, [Pd], [Pd]. The product is CNC(=O)c1ccccc1Nc1cc(Nc2cnn(CC(=O)O)c2)ncc1F. Reaction SMILES: [CH2:80]1[O:81][CH2:82][CH2:83][O:84][CH2:85]1.[CH3:1][C:2]([CH3:3])([O-:4])[CH3:5].[CH3:38][C:39]1([CH3:40])[c:41]2[cH:42][cH:43][cH:44][c:45]([P:46]([c:47]3[cH:48][cH:49][cH:50][cH:51][cH:52]3)[c:53]3[cH:54][cH:55][cH:56][cH:57][cH:58]3)[c:59]2[O:60][c:61]2[c:62]1[cH:63][cH:64][cH:65][c:66]2[P:67]([c:68]1[cH:69][cH:70][cH:71][cH:72][cH:73]1)[c:74]1[cH:75][cH:76][cH:77][cH:78][cH:79]1.[Cl:19][c:20]1[n:21][cH:22][c:23]([F:37])[c:24]([NH:26][c:27]2[c:28]([C:29](=[O:30])[NH:31][CH3:32])[cH:33][cH:34][cH:35][cH:36]2)[cH:25]1.[ClH:7].[ClH:8].[NH2:9][c:10]1[cH:11][n:12][n:13]([CH2:15][C:16](=[O:17])[OH:18])[cH:14]1.[Na+:6].[O:106]=[C:107]([CH:108]=[CH:109][c:110]1[cH:111][cH:112][cH:113][cH:114][cH:115]1)[CH:116]=[CH:117][c:118]1[cH:119][cH:120][cH:121][cH:122][cH:123]1.[O:124]=[C:125]([CH:126]=[CH:127][c:128]1[cH:129][cH:130][cH:131][cH:132][cH:133]1)[CH:134]=[CH:135][c:136]1[cH:137][cH:138][cH:139][cH:140][cH:141]1.[O:88]=[C:89]([CH:90]=[CH:91][c:92]1[cH:93][cH:94][cH:95][cH:96][cH:97]1)[CH:98]=[CH:99][c:100]1[cH:101][cH:102][cH:103][cH:104][cH:105]1.[Pd:86].[Pd:87]>>[NH:9]([c:10]1[cH:11][n:12][n:13]([CH2:15][C:16](=[O:17])[OH:18])[cH:14]1)[c:20]1[n:21][cH:22][c:23]([F:37])[c:24]([NH:26][c:27]2[c:28]([C:29](=[O:30])[NH:31][CH3:32])[cH:33][cH:34][cH:35][cH:36]2)[cH:25]1.